Task: describe an organic reaction: reactants, conditions, products, and yield. Dataset: the Open Reaction Database (ORD), a public repository of structured organic reaction records Reactants: C(CC=C)OCC=NO (2-(but-3-en-1-yloxy)-N-hydroxyethanimine), C(C1=CC=CC=C1)OC[C@H]1C[C@@H]2C(=NOC2)CO1 ((3aR,5R)-5-[(benzyloxy)methyl]-3,3a,4,5-tetrahydro-7H-pyrano[3,4-c][1,2]oxazole). Yields the product N=1OCC2C1COCC2 (3,3a,4,5-tetrahydro-7H-pyrano[3,4-c][1,2]oxazole). The yield is 85.0%. As a reaction SMILES: [CH2:1]([O:5][CH2:6][CH:7]=[N:8][OH:9])[CH2:2][CH:3]=[CH2:4].C(OC[C@@H]1OCC2=NOC[C@@H]2C1)C1C=CC=CC=1>>[N:8]1[O:9][CH2:4][CH:3]2[CH2:2][CH2:1][O:5][CH2:6][C:7]=12. Procedure details: Compound C8 was prepared from 2-(but-3-en-1-yloxy)-N-hydroxyethanimine (C7) according to the general procedure for the synthesis of (3aR,5R)-5-[(benzyloxy)methyl]-3,3a,4,5-tetrahydro-7H-pyrano[3,4-c][1,2]oxazole (P1) in Preparation 1. The product was obtained as a yellow oil. Yield: 4.1 g, 32 mmol, 77%; 85% yield based on recovered starting material. 1H NMR (400 MHz, CDCl3) δ 1.73-1.84 (m, 1H), 2.13-2.20 (m, 1H), 3.34-3.45 (m, 1H), 3.50 (ddd, J=12.3, 12.1, 2.0 Hz, 1H), 3.79 (dd, J=11.6, 8.1 Hz, ... Reactants: CC1=C(O)C=CC(=C1C)O (2,3-dimethyl-hydroquinone), C(C)(=O)O (acetic acid). Run at temperature 80 celsius. Product: CC1=C(O)C(=CC(=C1C)O)C(C)=O (2,3-dimethyl-6-acetyl hydroquinone). As a reaction SMILES: [CH3:1][C:2]1[C:8]([CH3:9])=[C:7]([OH:10])[CH:6]=[CH:5][C:3]=1[OH:4].[C:11](O)(=[O:13])[CH3:12]>>[CH3:1][C:2]1[C:8]([CH3:9])=[C:7]([OH:10])[CH:6]=[C:5]([C:11](=[O:13])[CH3:12])[C:3]=1[OH:4]. Procedure: 276 g (2 mole) of 2,3-dimethyl-hydroquinone were suspended in 300 ml of acetic acid and heated to 80° C. with stirring. Through the obtained solution boron trifluoride was bubbled whereby care was taken that the temperature did not exceed 100° C. The reaction mixture was stirred at 120° C. for 3.5 h and then poured into 4 l of ice-water containing 500 g of dissolved sodium acetate. This mixture was stirred for 12 h till the precipitate could be separated by suction. This precipitate was then tre...